describe an organic reaction: reactants, conditions, products, and yield From a dataset of the Open Reaction Database (ORD), a public repository of structured organic reaction records. The reactants are C=Cc1ccc(OCc2ccccc2)c(C(=O)OC)c1, B1C2CCCC1CCC2, [Na+], C1CCOC1, [OH-], O, OO. Product: COC(=O)c1cc(CCO)ccc1OCc1ccccc1. Reaction SMILES: [CH2:1]([c:2]1[cH:3][cH:4][cH:5][cH:6][cH:7]1)[O:8][c:9]1[c:10]([C:11](=[O:12])[O:13][CH3:14])[cH:15][c:16]([CH:19]=[CH2:20])[cH:17][cH:18]1.[CH:21]12[CH2:22][CH2:23][CH2:24][CH:25]([BH:26]1)[CH2:27][CH2:28][CH2:29]2.[Na+:31].[O:34]1[CH2:35][CH2:36][CH2:37][CH2:38]1.[OH-:30].[OH2:39].[OH:32][OH:33]>>[CH2:1]([c:2]1[cH:3][cH:4][cH:5][cH:6][cH:7]1)[O:8][c:9]1[c:10]([C:11](=[O:12])[O:13][CH3:14])[cH:15][c:16]([CH2:19][CH2:20][OH:30])[cH:17][cH:18]1. Starting materials: CCOC(=O)Cc1ccc(-c2ccc(-c3ccccc3)cc2)o1, C1CCOC1, Cl, [Li+], [OH-]. The product is O=C(O)Cc1ccc(-c2ccc(-c3ccccc3)cc2)o1. As a reaction SMILES: [CH2:1]([CH3:2])[O:3][C:4]([CH2:5][c:6]1[cH:7][cH:8][c:9](-[c:11]2[cH:12][cH:13][c:14](-[c:17]3[cH:18][cH:19][cH:20][cH:21][cH:22]3)[cH:15][cH:16]2)[o:10]1)=[O:23].[CH2:27]1[O:28][CH2:29][CH2:30][CH2:31]1.[ClH:26].[Li+:25].[OH-:24]>>[O:3]=[C:4]([CH2:5][c:6]1[cH:7][cH:8][c:9](-[c:11]2[cH:12][cH:13][c:14](-[c:17]3[cH:18][cH:19][cH:20][cH:21][cH:22]3)[cH:15][cH:16]2)[o:10]1)[OH:23]. Starting materials: C(C)N(CCN1C(C2=CC=CC=C2C1O)O)CC (2-[2-(diethylamino)ethyl]-1H-isoindole-1,3(2H)-diol), COS(=O)(=O)C1=CC=C(C=C1)C (p-toluenesulfonic acid methyl ester). Solvent: C1(=CC=CC=C1)C (toluene). Product: C1(=CC=C(C=C1)S(=O)(=O)[O-])C.O=C1N(C(C2=CC=CC=C12)=O)CC[N+](C)(CC)CC (2-(1,3-dioxo-1,3-dihydro-2H-isoindol-2-yl)-N,N-diethyl-N-methylethanaminium p-toluenesulfonate). As a reaction SMILES: [CH2:1]([N:3]([CH2:17][CH3:18])[CH2:4][CH2:5][N:6]1[CH:14]([OH:15])[C:13]2[C:8](=[CH:9][CH:10]=[CH:11][CH:12]=2)[CH:7]1[OH:16])[CH3:2].[CH3:19][O:20][S:21]([C:24]1[CH:29]=[CH:28][C:27]([CH3:30])=[CH:26][CH:25]=1)(=[O:23])=[O:22]>C1(C)C=CC=CC=1>[C:27]1([CH3:30])[CH:26]=[CH:25][C:24]([S:21]([O-:23])(=[O:20])=[O:22])=[CH:29][CH:28]=1.[O:16]=[C:7]1[C:8]2[C:13](=[CH:12][CH:11]=[CH:10][CH:9]=2)[C:14](=[O:15])[N:6]1[CH2:5][CH2:4][N+:3]([CH2:1][CH3:2])([CH2:17][CH3:18])[CH3:19] |f:3.4|. Reported procedure: 20.0 g (81.3 mmol) of 2-[2-(diethylamino)ethyl]-1H-isoindole-1,3(2H)-diol from stage 1 and 16.6 g (89.5 mmol) of p-toluenesulfonic acid methyl ester were refluxed in 250 ml toluene for 8 hours. After cooling, the white, crystalline solid was filtered out and rewashed with toluene. The product was then dried under a vacuum at 30° C. Yield: 10.3 g (29.3%); 1H-NMR (400 MHz, DMSO-d6): δ [ppm]=1.39 (t, 6H); 2.28 (s, 3H); 3.06 (s, 3H); 3.47 (m, 6H); 3.97 (q, 2H); 7.10 (d, 2H); 7.48 (d, 2H); 7.89 (m, 4... The reactants are Br\C=C\C(C(C)(C1=CC=CC=C1)C)O (1-bromo-4-methyl-4-phenyl-trans-1-pentene-3-ol), N1C=NC=C1 (imidazol), C[Si](C)(C)Cl (trimethylsilyl chloride), CCOCC (ether), N1C=NC=C1 (imidazol). Run in O1CCCC1 (tetrahydrofuran). The product is Br\C=C\C(C(C)(C1=CC=CC=C1)C)O[Si](C)(C)C (1-Bromo-4-Methyl-4-Phenyl-3-Trimethylsilyloxy-trans-1-Pentene). As a reaction SMILES: [Br:1]/[CH:2]=[CH:3]/[CH:4]([OH:14])[C:5]([CH3:13])([C:7]1[CH:12]=[CH:11][CH:10]=[CH:9][CH:8]=1)[CH3:6].CCOCC.N1C=CN=C1.[CH3:25][Si:26](Cl)([CH3:28])[CH3:27]>O1CCCC1>[Br:1]/[CH:2]=[CH:3]/[CH:4]([O:14][Si:26]([CH3:28])([CH3:27])[CH3:25])[C:5]([CH3:6])([C:7]1[CH:12]=[CH:11][CH:10]=[CH:9][CH:8]=1)[CH3:13]. Reported procedure: A solution of 7.8 g. of 1-bromo-4-methyl-4-phenyl-trans-1-pentene-3-ol in a mixture of 45 ml. of ether and 15 ml. of tetrahydrofuran was treated with 4.2 g. of imidazol under N2. After imidazol dissolved completely, the solution was treated at 0° with 5 ml. of trimethylsilyl chloride and stirred for one hour. The solvents were evaporated at 25° and the residue was diluted with n-pentane. After passing through an alumina column, the n-pentane filtrate was evaporated at 25° to afford 9.0 g. of the... The reactants are ClC1=NC=CC2=C(C=CC=C12)[N+](=O)[O-] (1-chloro-5-nitroisoquinoline), FC(C1=CC=C(N)C=C1)(F)F (4-(trifluoromethyl)aniline). Solvent: CN1C(CCC1)=O (N-methylpyrrolidinone). Product: [N+](=O)([O-])C1=C2C=CN=C(C2=CC=C1)NC1=CC=C(C=C1)C(F)(F)F (5-nitro-N-(4-(trifluoromethyl)phenyl)isoquinolin-1-amine). The yield is 97.8%. RXN SMILES: Cl[C:2]1[C:11]2[C:6](=[C:7]([N+:12]([O-:14])=[O:13])[CH:8]=[CH:9][CH:10]=2)[CH:5]=[CH:4][N:3]=1.[F:15][C:16]([F:25])([F:24])[C:17]1[CH:23]=[CH:22][C:20]([NH2:21])=[CH:19][CH:18]=1>CN1CCCC1=O>[N+:12]([C:7]1[CH:8]=[CH:9][CH:10]=[C:11]2[C:6]=1[CH:5]=[CH:4][N:3]=[C:2]2[NH:21][C:20]1[CH:22]=[CH:23][C:17]([C:16]([F:15])([F:24])[F:25])=[CH:18][CH:19]=1)([O-:14])=[O:13]. Reported procedure: The title compound was prepared following the procedure described in Intermediate-1, step-2 using 1-chloro-5-nitroisoquinoline (Intermediate-1, step-1, 500 mg, 2.30 mmol), and 4-(trifluoromethyl)aniline (772 mg, 4.70 mmol) in N-methylpyrrolidinone (3 mL) to afford 750 mg of the title product. 1H NMR (300 MHz, DMSO-d6): δ 9.83 (s, 1H), 8.94 (d, J=8.4 Hz, 1H), 8.53 (d, J=7.2 Hz, 1H), 8.26 (d, J=6.3 Hz, 1H), 8.06 (d, J=9.0 Hz, 2H), 8.33 (t, J=7.8 Hz, 1H), 7.66 (m, 3H); MS (m/z): 334.19 (M+H)+. The reactants are CC=1SC2=C(N1)C=CC=C2 (2-methylbenzothiazole), C1CCS(=O)(=O)OC1 (1,4-butane sultone). Conditions: temperature 135 celsius. Product: S(=O)(=O)(O)CCCCC1=CC=CC2=C1N=C(S2)C (4-(Sulfobutyl)-2-methylbenzothiazole). Yield: 98.1%. As a reaction SMILES: [CH3:1][C:2]1[S:3][C:4]2[CH:10]=[CH:9][CH:8]=[CH:7][C:5]=2[N:6]=1.[CH2:11]1[CH2:18][O:17][S:14](=[O:16])(=[O:15])[CH2:13][CH2:12]1>>[S:14]([CH2:13][CH2:12][CH2:11][CH2:18][C:7]1[C:5]2[N:6]=[C:2]([CH3:1])[S:3][C:4]=2[CH:10]=[CH:9][CH:8]=1)([OH:17])(=[O:16])=[O:15]. Procedure: A mixture of 2-methylbenzothiazole (1.49 g, 10 mmol) and 1,4-butane sultone (4.0 g, 30 mmol) was heated in a pressure tube at 130-140° C. for 3 hours. The mixture was allowed to cool to room temperature, and the resulting mass was triturated with ethyl acetate (50 ml) until a gray solid separated. The solid was collected by centrifugation, washed with ethyl acetate and dried under vacuum to yield 2.8 g (96%) of Compound 1. Starting materials: ClC(C(=O)NC1=C(C=CC=C1C(F)(F)F)C(CC(=O)NC1=NC=CC=C1)=O)C(C)C (2-[(2-chloro-3-methyl-1-oxobutyl)-amino]-β-oxo-N-(2-pyridinyl)-3-trifluoromethyl-benzene propanamide). Reagents/catalysts: CN(C1=CC=NC=C1)C (4-dimethylamino-pyridine). Run in O1CCCC1 (tetrahydrofuran), O (water), CC(=O)C (acetone). Yields the product CC(C)C1OC(C=2C1=NC=1C(=CC=CC1C2O)C(F)(F)F)=NC2=NC=CC=C2 (1,3-dihydro-3-(1-methylethyl)-1-[(2-pyridinyl)-imino]-5-trifluoromethyl furo-[3,4-b]-quinolin-9-ol). The yield is 84.7%. RXN SMILES: Cl[CH:2]([CH:28]([CH3:30])[CH3:29])[C:3]([NH:5][C:6]1[C:11]([C:12]([F:15])([F:14])[F:13])=[CH:10][CH:9]=[CH:8][C:7]=1[C:16](=[O:27])[CH2:17][C:18]([NH:20][C:21]1[CH:26]=[CH:25][CH:24]=[CH:23][N:22]=1)=[O:19])=O>CN(C)C1C=CN=CC=1.O1CCCC1.O.CC(C)=O>[CH3:30][CH:28]([CH:2]1[C:3]2=[N:5][C:6]3[C:11]([C:12]([F:14])([F:13])[F:15])=[CH:10][CH:9]=[CH:8][C:7]=3[C:16]([OH:27])=[C:17]2[C:18](=[N:20][C:21]2[CH:26]=[CH:25][CH:24]=[CH:23][N:22]=2)[O:19]1)[CH3:29]. Reported procedure: 10.5 g of the product of Step A and 2.9 g of 4-dimethylamino-pyridine in 100 ml of tetrahydrofuran were refluxed for 7 hours 30 minutes and after cooling, the solvent was eliminated under reduced pressure. The residue was taken up in 100 ml of water and 10 ml of acetone. After separating, washing with water and drying at 70° C. under reduced pressure, 7.8 g of 1,3-dihydro-3-(1-methylethyl)-1-[(2-pyridinyl)-imino]-5-trifluoromethyl furo-[3,4-b]-quinolin-9-ol melting at 178°-180° C. were obtained.